Dataset: the Open Reaction Database (ORD), a public repository of structured organic reaction records. Task: describe an organic reaction: reactants, conditions, products, and yield Reactants: Cn1c(=O)c(C(=O)CCC(=O)O)c(O)c2ccc(-c3ccc(C(=O)OC(C)(C)C)cc3)cc21, CN(C)C=O, O, Cn1c(=O)c(C(=O)CCC=O)c(O)c2ccc(-c3ccc(C(=O)OC(C)(C)C)cc3)cc21. The product is Cn1c(=O)c(C(=O)CCC(=O)O)c(O)c2ccc(-c3ccc(C(=O)O)cc3)cc21. As a reaction SMILES: [C:1]([CH3:2])([CH3:3])([CH3:4])[O:5][C:6](=[O:7])[c:8]1[cH:9][cH:10][c:11](-[c:14]2[cH:15][cH:16][c:17]3[c:18]([OH:33])[c:19]([C:26]([CH2:27][CH2:28][C:29](=[O:30])[OH:31])=[O:32])[c:20](=[O:25])[n:21]([CH3:24])[c:22]3[cH:23]2)[cH:12][cH:13]1.[O:67]=[CH:68][N:69]([CH3:70])[CH3:71].[OH2:66].[OH:34][c:35]1[c:36]2[c:37]([cH:38][c:39](-[c:40]3[cH:41][cH:42][c:43]([C:44]([O:45][C:46]([CH3:47])([CH3:48])[CH3:49])=[O:50])[cH:51][cH:52]3)[cH:53][cH:54]2)[n:55]([CH3:56])[c:57](=[O:58])[c:59]1[C:60](=[O:61])[CH2:62][CH2:63][CH:64]=[O:65]>>[O:5]=[C:6]([OH:7])[c:8]1[cH:9][cH:10][c:11](-[c:14]2[cH:15][cH:16][c:17]3[c:18]([OH:33])[c:19]([C:26]([CH2:27][CH2:28][C:29](=[O:30])[OH:31])=[O:32])[c:20](=[O:25])[n:21]([CH3:24])[c:22]3[cH:23]2)[cH:12][cH:13]1. Starting materials: ClC1=C(C#N)C=C(C(=N1)C1=C(C=CC=C1)Cl)C1=CC=C(C=C1)Cl (2-Chloro-6-(2-chlorophenyl)-5-(4-chlorophenyl)nicotinonitrile), ClC=1C=C(C=NC1)O (5-chloro-3-pyridinol), C(=O)([O-])[O-].[Cs+].[Cs+] (Cs2CO3). Run in C1(=CC=CC=C1)C (toluene). Reaction conditions: temperature 100 celsius, time 14 hour. Product: ClC1=C(C=CC=C1)C1=NC(=C(C#N)C=C1C1=CC=C(C=C1)Cl)OC=1C=NC=C(C1)Cl (6-(2-Chlorophenyl)-5-(4-chlorophenyl)-2-[(5-chloropyridin-3-yl)oxy]nicotinonitrile). RXN SMILES: Cl[C:2]1[N:9]=[C:8]([C:10]2[CH:15]=[CH:14][CH:13]=[CH:12][C:11]=2[Cl:16])[C:7]([C:17]2[CH:22]=[CH:21][C:20]([Cl:23])=[CH:19][CH:18]=2)=[CH:6][C:3]=1[C:4]#[N:5].[Cl:24][C:25]1[CH:26]=[C:27]([OH:31])[CH:28]=[N:29][CH:30]=1.C([O-])([O-])=O.[Cs+].[Cs+]>C1(C)C=CC=CC=1>[Cl:16][C:11]1[CH:12]=[CH:13][CH:14]=[CH:15][C:10]=1[C:8]1[C:7]([C:17]2[CH:18]=[CH:19][C:20]([Cl:23])=[CH:21][CH:22]=2)=[CH:6][C:3]([C:4]#[N:5])=[C:2]([O:31][C:27]2[CH:28]=[N:29][CH:30]=[C:25]([Cl:24])[CH:26]=2)[N:9]=1 |f:2.3.4|. Procedure details: To the product of Example 131 (100 mg, 0.2793 mmol) was added 5-chloro-3-pyridinol (181 mg, 1.397 mmol), Cs2CO3 (228 mg, 0.6983 mmol) and toluene (1.5 mL) before heating to 100° C. After stirring 14 hours the reaction solution was filtered and concentrated. The residue was purified by flash chromatography (silica gel) eluting with a gradient of 1 to 3% ethyl acetate/dichloromethane affording the product. MS (electrospray) m/e 453.9 MH+ (Rt=4.1 min LC/MS). Reactants: CC#N, COc1ccc(CCl)cc1, Nc1cccc(S)c1, CN(C)C=O. Yields the product COc1ccc(CSc2cccc(N)c2)cc1. Reaction SMILES: [CH3:24][C:25]#[N:26].[CH3:9][O:10][c:11]1[cH:12][cH:13][c:14]([CH2:15][Cl:16])[cH:17][cH:18]1.[NH2:1][c:2]1[cH:3][c:4]([SH:8])[cH:5][cH:6][cH:7]1.[O:19]=[CH:20][N:21]([CH3:22])[CH3:23]>>[NH2:1][c:2]1[cH:3][c:4]([S:8][CH2:15][c:14]2[cH:13][cH:12][c:11]([O:10][CH3:9])[cH:18][cH:17]2)[cH:5][cH:6][cH:7]1. Starting materials: CCOC(C)=O, CCOC(=O)Cl, Nc1cc(-n2c(=O)cc(C(F)(F)F)[nH]c2=O)c(F)cc1Cl, c1ccncc1. The product is CCOC(=O)Nc1cc(-n2c(=O)cc(C(F)(F)F)[nH]c2=O)c(F)cc1Cl. As a reaction SMILES: [CH3:34][CH2:35][O:36][C:37](=[O:38])[CH3:39].[Cl:1][C:2](=[O:3])[O:4][CH2:5][CH3:6].[NH2:7][c:8]1[c:9]([Cl:27])[cH:10][c:11]([F:26])[c:12](-[n:14]2[c:15](=[O:25])[nH:16][c:17]([C:21]([F:22])([F:23])[F:24])[cH:18][c:19]2=[O:20])[cH:13]1.[cH:28]1[cH:29][cH:30][n:31][cH:32][cH:33]1>>[C:2](=[O:3])([O:4][CH2:5][CH3:6])[NH:7][c:8]1[c:9]([Cl:27])[cH:10][c:11]([F:26])[c:12](-[n:14]2[c:15](=[O:25])[nH:16][c:17]([C:21]([F:22])([F:23])[F:24])[cH:18][c:19]2=[O:20])[cH:13]1. The reactants are C(CCC)[Li] (n-butyllithium), C(=O)=O (carbon dioxide), C(C)(C)(C)OC(=O)NC=1C=NC=CC1 (3-(tert-butoxycarbonylamino)pyridine). The solvent is CCCCCC (hexane), O1CCCC1 (tetrahydrofuran), O (water), CCCCCC (hexane), O1CCCC1 (tetrahydrofuran). Run at time 15 minute. Yields the product C(C)(C)(C)OC(=O)NC1=C(C(=O)O)C=CN=C1 (3-(tert-butoxycarbonyl amino)isonicotinic acid). Reaction SMILES: [C:1]([O:5][C:6]([NH:8][C:9]1[CH:10]=[N:11][CH:12]=[CH:13][CH:14]=1)=[O:7])([CH3:4])([CH3:3])[CH3:2].C([Li])CCC.[C:20](=[O:22])=[O:21]>CCCCCC.O1CCCC1.O>[C:1]([O:5][C:6]([NH:8][C:9]1[CH:10]=[N:11][CH:12]=[CH:13][C:14]=1[C:20]([OH:22])=[O:21])=[O:7])([CH3:4])([CH3:2])[CH3:3]. Reported procedure: While a mixture of 1.16 g of 3-(tert-butoxycarbonylamino)pyridine and 25 ml of tetrahydrofuran was cooled in a dry ice-acetone bath, 8.5 ml of 1.65 M hexane solution of n-butyllithium was added so that the temperature of the reaction mixture did not exceed −60° C. The reaction mixture was stirred for 15 minutes. Cooling was stopped. Then, the reaction mixture was stirred until the temperature became 0° C. The reaction mixture was cooled in a dry ice-acetone bath again. After injection of carbon ... Starting materials: BrC1=CC=C(C=C1)Br (1,4-dibromobenzene), [Li]CCCC (n-BuLi), CON(C(=O)C1CN(CC1)C1=NC=CC=N1)C (1-pyrimidin-2-yl-pyrrolidine-3-carboxylic acid methoxy-methyl-amide), CCOC(=O)C (EtOAc). Solvent: C1CCOC1 (THF), C1CCOC1 (THF), O (water). Run at temperature -78 celsius, time 30 minute. The product is BrC1=CC=C(C=C1)C(=O)C1CN(CC1)C1=NC=CC=N1 ((4-bromo-phenyl)-(1-pyrimidin-2-yl-pyrrolidin-3-yl)-methanone). The yield is 63.5%. As a reaction SMILES: Br[C:2]1[CH:7]=[CH:6][C:5]([Br:8])=[CH:4][CH:3]=1.[Li]CCCC.CON(C)[C:17]([CH:19]1[CH2:23][CH2:22][N:21]([C:24]2[N:29]=[CH:28][CH:27]=[CH:26][N:25]=2)[CH2:20]1)=[O:18].CCOC(C)=O>C1COCC1.O>[Br:8][C:5]1[CH:6]=[CH:7][C:2]([C:17]([CH:19]2[CH2:23][CH2:22][N:21]([C:24]3[N:25]=[CH:26][CH:27]=[CH:28][N:29]=3)[CH2:20]2)=[O:18])=[CH:3][CH:4]=1. Procedure details: To a solution of 1,4-dibromobenzene (407.5 mg, 1.727 mmol) in THF (6 ml) was added n-BuLi (2.5 M in hexanes, 0.691 ml, 1.727 mmol) at −78° C. The mixture was stirred at the temperature for 30 minutes before the addition of a solution of the above amide (203.8 mg, 0.8636 mmol) in THF (4 ml). After stirring at −78° C. for 30 minutes, the mixture was warmed to room temperature for 1 hour. EtOAc (40 ml) and water (15 ml) was added to the reaction, followed by separation of the layers. The aqueous ph... The reactants are NC1=CC=C(C#N)C=C1 (4-aminobenzonitrile), FC(C(=O)O)(F)F.ClC1=CC=C2C(=C1)NC([C@@]21[C@@H](N[C@H]([C@@H]1C1=C(C(=CC=C1)Cl)F)C(=O)O)CC(C)(C)C)=O ((2′S,3′R,4′S,5′R)-6-chloro-4′-(3-chloro-2-fluoro-phenyl)-2′-(2,2-dimethyl-propyl)-2-oxo-1,2-dihydro-spiro[indole-3,3′-pyrrolidine]-5′-carboxylic acid trifluoroacetic acid), C(C)(C)N(CC)C(C)C (diisopropylethylamine), C1(=CC=CC=C1)P(=O)(C1=CC=CC=C1)Cl (diphenylphosphinic chloride). The product is C(#N)C1=CC=C(C=C1)NC(=O)[C@H]1[C@@H]([C@@]2([C@@H](N1)CC(C)(C)C)C(NC1=CC(=CC=C12)Cl)=O)C1=C(C(=CC=C1)Cl)F ((2′S,3′R,4′S,5′R)-6-chloro-4′-(3-chloro-2-fluoro-phenyl)-2′-(2,2-dimethyl-propyl)-2-oxo-1,2-dihydro-spiro[indole-3,3′-pyrrolidine]-5′-carboxylic acid (4-cyano-phenyl)-amide), foam. The yield is 41.0%. As a reaction SMILES: FC(F)(F)C(O)=O.[Cl:8][C:9]1[CH:14]=[C:13]2[NH:15][C:16](=[O:38])[C@:17]3([C@@H:21]([C:22]4[CH:27]=[CH:26][CH:25]=[C:24]([Cl:28])[C:23]=4[F:29])[C@H:20]([C:30](O)=[O:31])[NH:19][C@H:18]3[CH2:33][C:34]([CH3:37])([CH3:36])[CH3:35])[C:12]2=[CH:11][CH:10]=1.C(N(C(C)C)CC)(C)C.C1(P(Cl)(C2C=CC=CC=2)=O)C=CC=CC=1.[NH2:63][C:64]1[CH:71]=[CH:70][C:67]([C:68]#[N:69])=[CH:66][CH:65]=1>>[C:68]([C:67]1[CH:70]=[CH:71][C:64]([NH:63][C:30]([C@@H:20]2[NH:19][C@@H:18]([CH2:33][C:34]([CH3:37])([CH3:35])[CH3:36])[C@:17]3([C:12]4[C:13](=[CH:14][C:9]([Cl:8])=[CH:10][CH:11]=4)[NH:15][C:16]3=[O:38])[C@H:21]2[C:22]2[CH:27]=[CH:26][CH:25]=[C:24]([Cl:28])[C:23]=2[F:29])=[O:31])=[CH:65][CH:66]=1)#[N:69] |f:0.1|. Procedure details: In a manner similar to the method described in Example 5, chiral (2′S,3′R,4′S,5′R)-6-chloro-4′-(3-chloro-2-fluoro-phenyl)-2′-(2,2-dimethyl-propyl)-2-oxo-1,2-dihydro-spiro[indole-3,3′-pyrrolidine]-5′-carboxylic acid trifluoroacetic acid prepared in Example 136 (0.3 g, 0.52 mmol), was reacted with diisopropylethylamine (0.34 g, 2.7 mmol), diphenylphosphinic chloride (0.35 g, 1.1 mmol), then reacted with 4-aminobenzonitrile (Aldrich) (0.13 g, 1.1 mmol) to give chiral (2′S,3′R,4′S,5′R)-6-chloro-4′-(... Reactants: Cl (HCl), C([O-])([O-])=O.[Cs+].[Cs+] (Cesium carbonate), ClCC#N (chloroacetonitrile), C1(=CC=CC=C1)C1OC2=CC=C(C=C2CC1)O (2-phenylchroman-6-ol). Run in C(C)#N (acetonitrile). The product is C1(=CC=CC=C1)C1OC2=CC=C(C=C2CC1)OCC#N ((2-phenylchroman-6-yloxy)acetonitrile). RXN SMILES: C(=O)([O-])[O-].[Cs+].[Cs+].Cl[CH2:8][C:9]#[N:10].[C:11]1([CH:17]2[CH2:26][CH2:25][C:24]3[C:19](=[CH:20][CH:21]=[C:22]([OH:27])[CH:23]=3)[O:18]2)[CH:16]=[CH:15][CH:14]=[CH:13][CH:12]=1.Cl>C(#N)C>[C:11]1([CH:17]2[CH2:26][CH2:25][C:24]3[C:19](=[CH:20][CH:21]=[C:22]([O:27][CH2:8][C:9]#[N:10])[CH:23]=3)[O:18]2)[CH:12]=[CH:13][CH:14]=[CH:15][CH:16]=1 |f:0.1.2|. Procedure details: Cesium carbonate (310 mg) and chloroacetonitrile (62 μl) were added into a solution of 2-phenylchroman-6-ol (200 mg) in acetonitrile (3 ml). The resulting mixture was refluxed for 6 hours. The reaction mixture was allowed to cool to room temperature and 1 M HCl-solution was added and it was extracted with ethyl acetate. The combined organic layers were washed with water and saturated NaCl-solution and dried with Na2SO4. The solvents were evaporated under reduced pressure to give (2-phenylchroman... Starting materials: C(C)OC(=O)C=1C=C(C(=O)N2CCC(CC2)N2C(=O)CCC3=CC=CC=C23)C=CC1 (1-[1-(3-Ethoxycarbonylbenzoyl)-4-piperidinyl]-3,4-dihydrocarbostyril), N (ammonia), [Cl-].[NH4+] (ammonium chloride). Solvent: C(C)O (ethanol). Run at time 10 hour. Product: C(N)(=O)C=1C=C(C(=O)N2CCC(CC2)N2C(=O)CCC3=CC=CC=C23)C=CC1 (1-[1-(3-carbamoylbenzoyl)-4-piperidinyl]-3,4-dihydrocarbostyril). Reaction SMILES: C([O:3][C:4]([C:6]1[CH:7]=[C:8]([CH:28]=[CH:29][CH:30]=1)[C:9]([N:11]1[CH2:16][CH2:15][CH:14]([N:17]2[C:27]3[C:22](=[CH:23][CH:24]=[CH:25][CH:26]=3)[CH2:21][CH2:20][C:18]2=[O:19])[CH2:13][CH2:12]1)=[O:10])=O)C.[NH3:31].[Cl-].[NH4+]>C(O)C>[C:4]([C:6]1[CH:7]=[C:8]([CH:28]=[CH:29][CH:30]=1)[C:9]([N:11]1[CH2:16][CH2:15][CH:14]([N:17]2[C:27]3[C:22](=[CH:23][CH:24]=[CH:25][CH:26]=3)[CH2:21][CH2:20][C:18]2=[O:19])[CH2:13][CH2:12]1)=[O:10])(=[O:3])[NH2:31] |f:2.3|. Procedure details: 1-[1-(3-Ethoxycarbonylbenzoyl)-4-piperidinyl]-3,4-dihydrocarbostyril (0.5 g), aqueous ammonia (10 ml) and ammonium chloride (the effective amount as a catalyst) are dissolved in ethanol (10 ml) and the mixture is stirred at 110°-130° C. for 10 hours in an autoclave. Ethanol is distilled off under reduced pressure and the residue is extracted with methylene chloride. The organic layer is washed with water and saturated saline solution, dried with sodium sulfate and concentrated. The solvent is di...